Dataset: the Open Reaction Database (ORD), a public repository of structured organic reaction records. Task: describe an organic reaction: reactants, conditions, products, and yield Starting materials: [OH-].[K+] (KOH), N1C=NC2=C1C=C(C=C2)N2C(C(=C(C2C2=C(C(=CC(=C2)F)F)F)C2=CC=CC=C2)O)=O (1-(1H-benzo[d]imidazol-6-yl)-5-(2,3,5-trifluorophenyl)-3-hydroxy-4-phenyl-1H-pyrrol-2(5H)-one), CC1=CC=C(C=C1)S(=O)(=O)N(C)N=O (diazald), C(CO)O.CCOCC (ethylene glycol Et2O). Solvent: CO.O (MeOH H2O). Yields the product N1C=NC2=C1C=CC(=C2)N2C(C(=C(C2C2=C(C(=CC(=C2)F)F)F)C2=CC=CC=C2)OC)=O (1-(1H-Benzo[d]imidazol-5-yl)-5-(2,3,5-trifluorophenyl)-3-methoxy-4-phenyl-1H-pyrrol-2(5H)-one). Reaction SMILES: [OH-].[K+].[CH3:3]C1C=CC(S(N(N=O)C)(=O)=O)=CC=1.C(O)CO.CCOCC.[NH:26]1[C:30]2[CH:31]=[C:32]([N:35]3[CH:39]([C:40]4[CH:45]=[C:44]([F:46])[CH:43]=[C:42]([F:47])[C:41]=4[F:48])[C:38]([C:49]4[CH:54]=[CH:53][CH:52]=[CH:51][CH:50]=4)=[C:37]([OH:55])[C:36]3=[O:56])[CH:33]=[CH:34][C:29]=2[N:28]=[CH:27]1>CO.O>[NH:28]1[C:29]2[CH:34]=[CH:33][C:32]([N:35]3[CH:39]([C:40]4[CH:45]=[C:44]([F:46])[CH:43]=[C:42]([F:47])[C:41]=4[F:48])[C:38]([C:49]4[CH:54]=[CH:53][CH:52]=[CH:51][CH:50]=4)=[C:37]([O:55][CH3:3])[C:36]3=[O:56])=[CH:31][C:30]=2[N:26]=[CH:27]1 |f:0.1,3.4,6.7|. Procedure details: The compound was synthesized starting from KOH (10 eq in water), diazald (5 eq), ethylene glycol/Et2O (3/1 v/v), 1-(1H-benzo[d]imidazol-6-yl)-5-(2,3,5-trifluorophenyl)-3-hydroxy-4-phenyl-1H-pyrrol-2(5H)-one (0.230 g, 0.5 mmol, 1 eq) and MeOH/H2O (90/10 v/v); yield: 0.015 g (6.9%); MS m/z: 436.4 [M+H]+; 1H-NMR: (400 MHz, DMSO-D6) δ: 4.11 (s, 1H), 6.94 (s, 1H), 7.22-7.42 (m, 6H), 7.58-7.68 (m, 3H), 7.73-7.76 (m, 1H), 7.95 (s, 1H), 9.07 (s, 1H); HPLC (METHOD [A]): rt 15.38 min (82%) The reactants are O=C1CCC(=O)N1Cl, CC(C)(C)NS(=O)(=O)c1ccc(-c2csc(N)n2)cc1, CN(C)C=O, O. Product: CC(C)(C)NS(=O)(=O)c1ccc(-c2nc(N)sc2Cl)cc1. Reaction SMILES: [Cl:21][N:22]1[C:23](=[O:24])[CH2:25][CH2:26][C:27]1=[O:28].[NH2:1][c:2]1[s:3][cH:4][c:5](-[c:7]2[cH:8][cH:9][c:10]([S:13](=[O:14])(=[O:15])[NH:16][C:17]([CH3:18])([CH3:19])[CH3:20])[cH:11][cH:12]2)[n:6]1.[O:30]=[CH:31][N:32]([CH3:33])[CH3:34].[OH2:29]>>[NH2:1][c:2]1[s:3][c:4]([Cl:21])[c:5](-[c:7]2[cH:8][cH:9][c:10]([S:13](=[O:14])(=[O:15])[NH:16][C:17]([CH3:18])([CH3:19])[CH3:20])[cH:11][cH:12]2)[n:6]1. Reactants: [N+](=O)([O-])[O-].[K+] (KNO3), ClC=1C=C2NC(C(NC2=CC1Cl)=O)=O (6,7-dichloro-1,4-dihydroquinoxaline-2,3-dione), ice H2O. Solvent: OS(=O)(=O)O (H2SO4). Yields the product ClC=1C(=C2NC(C(NC2=CC1Cl)=O)=O)[N+](=O)[O-] (6,7-dichloro-5-nitro-1,4-dihydroquinoxaline-2,3-dione). Yield: 84.7%. RXN SMILES: [Cl:1][C:2]1[CH:3]=[C:4]2[C:9](=[CH:10][C:11]=1[Cl:12])[NH:8][C:7](=[O:13])[C:6](=[O:14])[NH:5]2.[N+:15]([O-])([O-:17])=[O:16].[K+]>OS(O)(=O)=O>[Cl:12][C:11]1[C:10]([N+:15]([O-:17])=[O:16])=[C:9]2[C:4](=[CH:3][C:2]=1[Cl:1])[NH:5][C:6](=[O:14])[C:7](=[O:13])[NH:8]2 |f:1.2|. Procedure details: 3.335 g (14.5 mmol) of 6,7-dichloro-1,4-dihydroquinoxaline-2,3-dione was dissolved in 65 mL of conc. H2SO4 with stirring and cooling in an ice-H2O bath, then 2.20 g (21.76 mmol) of KNO3 (Baker, used as received) was added in portions over 10 min. with stirring. The resulting mixture was stirred at 22° C. under N2 for 20 h. then was slowly poured into ice-H2O (400 mL) with stirring. The precipitate was collected on a sintered funnel by vacuum filtration, washed with H2O (5×10 mL), and dried at 60...